Dataset: the Open Reaction Database (ORD), a public repository of structured organic reaction records. Task: describe an organic reaction: reactants, conditions, products, and yield The reactants are ClCN1S(=O)(=O)C2=CC(=CC(=C2C1=O)C(C)C)OC (2-Chloromethyl-4-isopropyl-6-methoxysaccharin), COC1=C(C(=C(C2=C1C=CO2)OC)O)C(C)=O (4,7-dimethoxy-5-acetyl-6-hydroxybenzofuran), Cl (hydrochloric acid), COC1=C(C(=C(C2=C1C=CO2)OC)O)C(C)=O (4,7-dimethoxy-5-acetyl-6-hydroxybenzofuran), CN1N=C(CCCCCCN1)C1=CCCCCCCCC1 (methyltriazabicyclodecene), ClCN1S(=O)(=O)C2=CC(=CC(=C2C1=O)C(C)C)OC (2-chloromethyl-4-isopropyl-6-methoxysaccharin), ice water. Solvent: C(C)#N (acetonitrile). Run at time 8 hour. Yields the product COC1=C(C(=C(C2=C1C=CO2)OC)OCN2S(=O)(=O)C1=CC(=CC(=C1C2=O)C(C)C)OC)C(C)=O (2-(4,7-dimethoxy-5-acetylbenzofuran-6-yl)oxymethyl-4-isopropyl-6-methoxysaccharin). Yield: 48.3%. As a reaction SMILES: Cl[CH2:2][N:3]1[C:13](=[O:14])[C:12]2[C:7](=[CH:8][C:9]([O:18][CH3:19])=[CH:10][C:11]=2[CH:15]([CH3:17])[CH3:16])[S:4]1(=[O:6])=[O:5].[CH3:20][O:21][C:22]1[C:27]2[CH:28]=[CH:29][O:30][C:26]=2[C:25]([O:31][CH3:32])=[C:24]([OH:33])[C:23]=1[C:34](=[O:36])[CH3:35].CN1NCCCCCCC(C2CCCCCCCCC=2)=N1.Cl>C(#N)C>[CH3:20][O:21][C:22]1[C:27]2[CH:28]=[CH:29][O:30][C:26]=2[C:25]([O:31][CH3:32])=[C:24]([O:33][CH2:2][N:3]2[C:13](=[O:14])[C:12]3[C:7](=[CH:8][C:9]([O:18][CH3:19])=[CH:10][C:11]=3[CH:15]([CH3:17])[CH3:16])[S:4]2(=[O:6])=[O:5])[C:23]=1[C:34](=[O:36])[CH3:35]. Procedure: 2-Chloromethyl-4-isopropyl-6-methoxysaccharin (0.5 g) was added with stirring at room temperature to a solution of 4,7-dimethoxy-5-acetyl-6-hydroxybenzofuran (0.39 g) and methyltriazabicyclodecene (0.28 g) in acetonitrile (20 mL). The mixture was stirred overnight at room temperature. Since thin layer chromatography showed unreacted 4,7-dimethoxy-5-acetyl-6-hydroxybenzofuran, more 2-chloromethyl-4-isopropyl-6-methoxysaccharin and a drop of base were added, stirring was continued for a total of 2... Reactants: COC(CC1=CC2=CC=C(C=C2C(=C1)C1CCN(CC1)S(=O)(=O)C1=C(C=CC=C1)Cl)F)=O ({4-[1-(2-chloro-benzenesulfonyl)-piperidin-4-yl]-6-fluoro-naphthalen-2-yl}-acetic acid methyl ester), O.[OH-].[Li+] (lithium hydroxide monohydrate). The solvent is C1CCOC1 (THF), O (water). Conditions: time 24 hour. Yields the product ClC1=C(C=CC=C1)S(=O)(=O)N1CCC(CC1)C1=CC(=CC2=CC=C(C=C12)F)CC(=O)O ({4-[1-(2-chloro-benzenesulfonyl)-piperidin-4-yl]-6-fluoro-naphthalen-2-yl}-acetic acid). Isolated yield 45.6%. Reaction SMILES: C[O:2][C:3](=[O:32])[CH2:4][C:5]1[CH:14]=[C:13]([CH:15]2[CH2:20][CH2:19][N:18]([S:21]([C:24]3[CH:29]=[CH:28][CH:27]=[CH:26][C:25]=3[Cl:30])(=[O:23])=[O:22])[CH2:17][CH2:16]2)[C:12]2[C:7](=[CH:8][CH:9]=[C:10]([F:31])[CH:11]=2)[CH:6]=1.O.[OH-].[Li+]>C1COCC1.O>[Cl:30][C:25]1[CH:26]=[CH:27][CH:28]=[CH:29][C:24]=1[S:21]([N:18]1[CH2:19][CH2:20][CH:15]([C:13]2[C:12]3[C:7](=[CH:8][CH:9]=[C:10]([F:31])[CH:11]=3)[CH:6]=[C:5]([CH2:4][C:3]([OH:32])=[O:2])[CH:14]=2)[CH2:16][CH2:17]1)(=[O:22])=[O:23] |f:1.2.3|. Reported procedure: To a stirred solution of {4-[1-(2-chloro-benzenesulfonyl)-piperidin-4-yl]-6-fluoro-naphthalen-2-yl}-acetic acid methyl ester (90 mg, 0.19 mmol) in THF (4 mL) was added a solution of lithium hydroxide monohydrate (40 mg, 0.95 mmol) in water (1 mL) and the reaction mixture was stirred for 24 h at room temperature. The reaction mixture was concentrated under reduced pressure and washed with diethyl ether (3×5 mL). The washings were discarded. Water (5 mL) was added to the residue, and the mixture a...